From a dataset of the Open Reaction Database (ORD), a public repository of structured organic reaction records. describe an organic reaction: reactants, conditions, products, and yield Starting materials: NC1[C@@H]2N(C(=C(CS2)Cl)C(=O)OCC2=CC=C(C=C2)[N+](=O)[O-])C1=O (4-Nitrobenzyl 7-amino-3-chloro-3-cephem-4-carboxylate), FC(S(=O)(=O)OS(=O)(=O)C(F)(F)F)(F)F (trifluoromethanesulfonic anhydride), Cl (hydrochloric acid). Solvent: C(C)N(CC)CC (triethylamine). Product: O=C1[C@@H]2N(C(=C(CS2)Cl)C(=O)OCC2=CC=C(C=C2)[N+](=O)[O-])C1=O (4-nitrobenzyl 7-oxo-3-chloro-3-cephem-4-carboxylate). RXN SMILES: N[CH:2]1[C:23](=[O:24])[N:4]2[C:5]([C:10]([O:12][CH2:13][C:14]3[CH:19]=[CH:18][C:17]([N+:20]([O-:22])=[O:21])=[CH:16][CH:15]=3)=[O:11])=[C:6]([Cl:9])[CH2:7][S:8][C@H:3]12.FC(F)(F)S(OS(C(F)(F)F)(=O)=O)(=O)=[O:28].Cl>C(N(CC)CC)C>[O:28]=[C:2]1[C:23](=[O:24])[N:4]2[C:5]([C:10]([O:12][CH2:13][C:14]3[CH:15]=[CH:16][C:17]([N+:20]([O-:22])=[O:21])=[CH:18][CH:19]=3)=[O:11])=[C:6]([Cl:9])[CH2:7][S:8][C@H:3]12. Procedure details: 4-Nitrobenzyl 7-amino-3-chloro-3-cephem-4-carboxylate, trifluoromethanesulfonic anhydride, triethylamine and hydrochloric acid were reacted in the same manners as those of Examples 1-4 to give 4-nitrobenzyl 7-oxo-3-chloro-3-cephem-4-carboxylate (monohydrate). Mp. 105°-106° C. (dec.). The reactants are CCOC1=NCC(O[Si](C)(C)C(C)(C)C)C1, CCOC(CN)OCC, CCO. The product is CCOC(CNC1=NCC(O[Si](C)(C)C(C)(C)C)C1)OCC. As a reaction SMILES: [C:10]([CH3:11])([CH3:12])([CH3:13])[Si:14]([O:15][CH:16]1[CH2:17][N:18]=[C:19]([O:21][CH2:22][CH3:23])[CH2:20]1)([CH3:24])[CH3:25].[CH2:1]([CH3:2])[O:3][CH:4]([CH2:5][NH2:6])[O:7][CH2:8][CH3:9].[CH3:26][CH2:27][OH:28]>>[CH2:1]([CH3:2])[O:3][CH:4]([CH2:5][NH:6][C:19]1=[N:18][CH2:17][CH:16]([O:15][Si:14]([C:10]([CH3:11])([CH3:12])[CH3:13])([CH3:24])[CH3:25])[CH2:20]1)[O:7][CH2:8][CH3:9]. Starting materials: O=C([O-])O, C1CCOC1, CC1(C)OCC2(CO1)CC(c1cccs1)(c1nnc3n1CCCCCC3)C2, ClC(Cl)Cl, Cl, [Na+]. Yields the product OCC1(CO)CC(c2cccs2)(c2nnc3n2CCCCCC3)C1. As a reaction SMILES: [C:34](=[O:35])([O-:36])[OH:37].[CH2:2]1[O:3][CH2:4][CH2:5][CH2:6]1.[CH3:7][C:8]1([CH3:33])[O:9][CH2:10][C:11]2([CH2:12][C:13]([c:15]3[s:16][cH:17][cH:18][cH:19]3)([c:20]3[n:21][n:22][c:23]4[n:24]3[CH2:25][CH2:26][CH2:27][CH2:28][CH2:29][CH2:30]4)[CH2:14]2)[CH2:31][O:32]1.[CH:39]([Cl:40])([Cl:41])[Cl:42].[ClH:1].[Na+:38]>>[OH:9][CH2:10][C:11]1([CH2:31][OH:32])[CH2:12][C:13]([c:15]2[s:16][cH:17][cH:18][cH:19]2)([c:20]2[n:21][n:22][c:23]3[n:24]2[CH2:25][CH2:26][CH2:27][CH2:28][CH2:29][CH2:30]3)[CH2:14]1. Starting materials: Clc1nc2nc(Br)nn2c(Br)c1-c1ccccc1, C1CCOC1, CO, CC(=O)O. Product: Clc1nc2nc(Br)nn2cc1-c1ccccc1. As a reaction SMILES: [Br:1][c:2]1[n:3][n:4]2[c:5]([n:6][c:7]([Cl:17])[c:8](-[c:11]3[cH:12][cH:13][cH:14][cH:15][cH:16]3)[c:9]2[Br:10])[n:18]1.[CH2:21]1[O:22][CH2:23][CH2:24][CH2:25]1.[CH3:19][OH:20].[CH3:26][C:27](=[O:28])[OH:29]>>[Br:1][c:2]1[n:3][n:4]2[c:5]([n:6][c:7]([Cl:17])[c:8](-[c:11]3[cH:12][cH:13][cH:14][cH:15][cH:16]3)[cH:9]2)[n:18]1. The reactants are C([O-])([O-])=O.[K+].[K+] (potassium carbonate), COC=1C=C(C=CC1)CC#N ((3-methoxyphenyl)acetonitrile), [H-].[Na+] (sodium hydride), C(OC)(OC)=O (Dimethyl carbonate), C([O-])([O-])=O.[K+].[K+] (potassium carbonate). The solvent is O (water), C1CCOC1 (THF). The product is C(#N)C(C(=O)OC)C1=CC(=CC=C1)OC (Methyl cyano(3-methoxyphenyl)acetate). RXN SMILES: [CH3:1][O:2][C:3]1[CH:4]=[C:5]([CH2:9][C:10]#[N:11])[CH:6]=[CH:7][CH:8]=1.[H-].[Na+].[C:14](=O)([O:17]C)[O:15][CH3:16].C(=O)([O-])[O-].[K+].[K+]>C1COCC1.O>[C:10]([CH:9]([C:5]1[CH:6]=[CH:7][CH:8]=[C:3]([O:2][CH3:1])[CH:4]=1)[C:14]([O:15][CH3:16])=[O:17])#[N:11] |f:1.2,4.5.6|. Procedure: Twenty five grams of (3-methoxyphenyl)acetonitrile are dissolved in 200 ml of anhydrous THF in an Erlermeyer ground-necked flask. 60% sodium hydride (8.88 g; 0.37 mol) is added to the solution and the reaction mixture is heated at reflux for 30 minutes with stirring. Dimethyl carbonate (58 ml; 0.6814 mol) is then added dropwise in the course of half an hour and the reaction mixture is subsequently heated at reflux for 2 hours with stirring. The reaction mixture is poured into cold and slightly a... Starting materials: C([O-])([O-])=O.[K+].[K+] (potassium carbonate), OC1=CC=C(C=C1)C1=CC=C(C=C1)C#N (4-hydroxy-4'-cyanobiphenyl), BrCCOCCOCC (1-bromo 2-(2-ethoxyethoxy)-ethane). Run in C(C)#N (acetonitrile). Yields the product C(C)OCCOCCOC1=CC=C(C=C1)C1=CC=C(C=C1)C#N (4-[2-(2-ethoxyethoxy)-ethoxy]-4'-cyanobiphenyl). Isolated yield 128.5%. RXN SMILES: [OH:1][C:2]1[CH:7]=[CH:6][C:5]([C:8]2[CH:13]=[CH:12][C:11]([C:14]#[N:15])=[CH:10][CH:9]=2)=[CH:4][CH:3]=1.Br[CH2:17][CH2:18][O:19][CH2:20][CH2:21][O:22][CH2:23][CH3:24].C(=O)([O-])[O-].[K+].[K+]>C(#N)C>[CH2:18]([O:19][CH2:20][CH2:21][O:22][CH2:23][CH2:24][O:1][C:2]1[CH:3]=[CH:4][C:5]([C:8]2[CH:13]=[CH:12][C:11]([C:14]#[N:15])=[CH:10][CH:9]=2)=[CH:6][CH:7]=1)[CH3:17] |f:2.3.4|. Reported procedure: To 0.975 grams (five millimoles) of 4-hydroxy-4'-cyanobiphenyl dissolved with 1.08 grams (5.5 millimoles) of 1-bromo 2-(2-ethoxyethoxy)-ethane in 25 mls. of acetonitrile, 1.4 grams (ten millimoles) of finely ground potassium carbonate were added. The reaction mixture was refluxed overnight. Thin layer chromatographic analysis indicated total conversion. The reaction mixture was cooled and filtered and the product was washed with acetonitrile and evaporated to a white solid. The product was recry...